Dataset: the Open Reaction Database (ORD), a public repository of structured organic reaction records. Task: describe an organic reaction: reactants, conditions, products, and yield The reactants are CC(C)O, O=[N+]([O-])c1ccc(Cl)nc1Cl, N. Yields the product Nc1nc(Cl)ccc1[N+](=O)[O-]. Reaction SMILES: [CH:13]([OH:14])([CH3:15])[CH3:16].[Cl:1][c:2]1[n:3][c:4]([Cl:11])[cH:5][cH:6][c:7]1[N+:8](=[O:9])[O-:10].[NH3:12]>>[c:2]1([NH2:12])[n:3][c:4]([Cl:11])[cH:5][cH:6][c:7]1[N+:8](=[O:9])[O-:10]. Reactants: B(Br)(Br)Br (BBr3), COC([C@@H](NC(C1=C(C=CC=C1Cl)Cl)=O)CC1=CC=C(C=C1)C1=C(C=CC=C1)OC)=O (N-(2,6-dichlorobenzoyl)-4-(2-methoxyphenyl)-L-phenylalanine methyl ester). The solvent is C(Cl)Cl (CH2Cl2). Product: COC([C@@H](NC(C1=C(C=CC=C1Cl)Cl)=O)CC1=CC=C(C=C1)C1=C(C=CC=C1)O)=O (N-(2,6-dichlorobenzoyl)-4-(2-hydroxyphenyl)-L-phenylalanine methyl ester). Isolated yield 50.4%. As a reaction SMILES: B(Br)(Br)Br.[CH3:5][O:6][C:7](=[O:35])[C@H:8]([CH2:20][C:21]1[CH:26]=[CH:25][C:24]([C:27]2[CH:32]=[CH:31][CH:30]=[CH:29][C:28]=2[O:33]C)=[CH:23][CH:22]=1)[NH:9][C:10](=[O:19])[C:11]1[C:16]([Cl:17])=[CH:15][CH:14]=[CH:13][C:12]=1[Cl:18]>C(Cl)Cl>[CH3:5][O:6][C:7](=[O:35])[C@H:8]([CH2:20][C:21]1[CH:26]=[CH:25][C:24]([C:27]2[CH:32]=[CH:31][CH:30]=[CH:29][C:28]=2[OH:33])=[CH:23][CH:22]=1)[NH:9][C:10](=[O:19])[C:11]1[C:12]([Cl:18])=[CH:13][CH:14]=[CH:15][C:16]=1[Cl:17]. Procedure details: BBr3 (1 mL, 1M in CH2Cl2) was added to a CH2Cl2 (10 mL) solution of N-(2,6-dichlorobenzoyl)-4-(2-methoxyphenyl)-L-phenylalanine methyl ester (0.215 g) at 0° C. with stirring and the solution was slowly warmed to room temperature. The mixture was stirred for 3 h and quenched with EtOH. The solvent was removed and the residue was taken up in EtOAc. The solution was washed with satd. NaHCO3 followed by brine, dried (MgSO4) and evaporated. The residue was purified by flash column chromatography (sil... The reactants are FC1=C(C=CC=C1)C=1C(=CC(=CC1)C(=O)OC)C(=O)OC (Dimethyl 2′-fluoro-1,1′-biphenyl-2,4-dicarboxylate), [OH-].[K+] (potassium hydroxide). Solvent: CO (MeOH), C1CCOC1 (THF). Conditions: time 48 hour. Product: FC1=C(C=CC=C1)C1=C(C=C(C=C1)C(=O)O)C(=O)OC (2′-Fluoro-2-((methyloxy)carbonyl)-1,1′-biphenyl-4-carboxylic acid). Isolated yield 93.8%. As a reaction SMILES: [F:1][C:2]1[CH:7]=[CH:6][CH:5]=[CH:4][C:3]=1[C:8]1[C:9]([C:18]([O:20][CH3:21])=[O:19])=[CH:10][C:11]([C:14]([O:16]C)=[O:15])=[CH:12][CH:13]=1.[OH-].[K+]>C1COCC1.CO>[F:1][C:2]1[CH:7]=[CH:6][CH:5]=[CH:4][C:3]=1[C:8]1[CH:13]=[CH:12][C:11]([C:14]([OH:16])=[O:15])=[CH:10][C:9]=1[C:18]([O:20][CH3:21])=[O:19] |f:1.2|. Procedure details: To a stirred solution of 66.32A (1.00 g, 3.5 mmol) in THF (70.0 mL) and MeOH (70.0 mL) at 0° C. was slowly added potassium hydroxide (1.9 mL, 3.8 mmol) to maintain the temperature below 6° C. The reaction mixture was allowed to warm to room temperature and stirred for 48 hours. The reaction mixture was then concentrated in vacuo, acidified with 1N HCl, and extracted three times with EtOAc. After drying over anhydrous magnesium sulfate and filtering, the organic solvent was removed under reduced ...